Dataset: the Open Reaction Database (ORD), a public repository of structured organic reaction records. Task: describe an organic reaction: reactants, conditions, products, and yield Reactants: COC(COC1=C(C=C(C=C1)C(CC)(C=1SC=C(C1)C)CC)C)=O ({4-[1-Ethyl-1-(4-methyl-thiophen-2-yl)-propyl]-2-methyl-phenoxy}acetic acid methyl ester), C1CCOC1 (THF), C(C)[Mg]Br (Ethyl magnesiumbromide). Run at temperature 0 celsius. Product: C(C)C(CC)(C=1SC=C(C1)C)C1=CC(=C(OCC(CC)(CC)O)C=C1)C (3-{4-[1-Ethyl-1-(4-methyl-thiophen-2-yl)-propyl]-2-methyl-phenoxymethyl}-pentan-3-ol). The yield is 87.0%. Reaction SMILES: C[O:2][C:3](=O)[CH2:4][O:5][C:6]1[CH:11]=[CH:10][C:9]([C:12]([CH2:21][CH3:22])([C:15]2[S:16][CH:17]=[C:18]([CH3:20])[CH:19]=2)[CH2:13][CH3:14])=[CH:8][C:7]=1[CH3:23].[CH2:25]([Mg]Br)[CH3:26].[CH2:29]1COC[CH2:30]1>>[CH2:13]([C:12]([C:9]1[CH:10]=[CH:11][C:6]([O:5][CH2:4][C:3]([OH:2])([CH2:25][CH3:26])[CH2:29][CH3:30])=[C:7]([CH3:23])[CH:8]=1)([C:15]1[S:16][CH:17]=[C:18]([CH3:20])[CH:19]=1)[CH2:21][CH3:22])[CH3:14]. Procedure details: {4-[1-Ethyl-1-(4-methyl-thiophen-2-yl)-propyl]-2-methyl-phenoxy}acetic acid methyl ester (5.52 g, 15.95 mmol) is dissolved in THF (50 mL). The solution is cooled to 0° C., and treated with Ethyl magnesiumbromide (3.0 M, 13.3 mL) in a dropwise fashion. The reaction is stirred at 0° C. for 10 m, and refluxed for 3 h. It is cooled to 0° C., quenched with sat. NH4Cl (50 mL), then 1.0 M HCl (30 mL) is added. It is extracted with EtOAc (2×100 mL), dried and concentrated. The crude product is purified ...